From a dataset of the Open Reaction Database (ORD), a public repository of structured organic reaction records. describe an organic reaction: reactants, conditions, products, and yield The reactants are COC(=O)CSC(C(C)=O)C(C)C (3-methoxycarbonylmethylthio-4-methyl-2-pentanone), C[O-].[Na+] (sodium methylate), Cl (hydrochloric acid), ice water. The solvent is C1(=CC=CC=C1)C (toluene). Reaction conditions: temperature 0 celsius, time 30 minute. Product: C(C)(C)C1SCC(CC1=O)=O (2-isopropyltetrahydrothiopyran-3,5-dione). The yield is 87.1%. Reaction SMILES: C[O:2][C:3]([CH2:5][S:6][CH:7]([CH:11]([CH3:13])[CH3:12])[C:8](=[O:10])[CH3:9])=O.C[O-].[Na+].Cl>C1(C)C=CC=CC=1>[CH:11]([CH:7]1[C:8](=[O:10])[CH2:9][C:3](=[O:2])[CH2:5][S:6]1)([CH3:13])[CH3:12] |f:1.2|. Procedure details: 204 g (1 mol) of 3-methoxycarbonylmethylthio-4-methyl-2-pentanone are added dropwise within one hour, at 0° C. with vigorous stirring, to a suspension of 108 g (2 mol) of freshly prepared sodium methylate in 2 liters of absolute toluene. The reaction mixture is stirred at 0° C. for a further 30 minutes, then poured into a mixture of 200 ml of concentrated hydrochloric acid and 800 ml of ice-water, and the organic phase is separated off, and the aqueous phase is extracted three times with dichlor... The reactants are ClC1=C(C(NC(=C1)C)=O)[N+](=O)[O-] (4-chloro-6-methyl-3-nitropyridone), C(C1=CC=CC=C1)N (benzylamine), C(C)(C)N(CC)C(C)C (diisopropylethylamine). Solvent: C(C)#N (acetonitrile). Run at time 12 hour. Product: C(C1=CC=CC=C1)NC1=C(C(NC(=C1)C)=O)[N+](=O)[O-] (4-benzylamino-6-methyl-3-nitropyridone). Isolated yield 98.1%. RXN SMILES: Cl[C:2]1[CH:7]=[C:6]([CH3:8])[NH:5][C:4](=[O:9])[C:3]=1[N+:10]([O-:12])=[O:11].[CH2:13]([NH2:20])[C:14]1[CH:19]=[CH:18][CH:17]=[CH:16][CH:15]=1.C(N(C(C)C)CC)(C)C>C(#N)C>[CH2:13]([NH:20][C:2]1[CH:7]=[C:6]([CH3:8])[NH:5][C:4](=[O:9])[C:3]=1[N+:10]([O-:12])=[O:11])[C:14]1[CH:19]=[CH:18][CH:17]=[CH:16][CH:15]=1. Procedure details: Part A. A solution of 4-chloro-6-methyl-3-nitropyridone (5.0 g, 26.5 mmol) in acetonitrile (93 mL) was treated with benzylamine (2.89 mL, 26.5 mmol) and diisopropylethylamine (5.54 mL, 31.8 mmol). The mixture was heated to reflux for 4 hrs., then cooled to ambient temperature and allowed to stir for 12 hrs. The mixture was partitioned between dichloromethane and water (200 mL each), and the aqueous layer was extracted with dichloromethane (200 mL). The extracts were washed in sequence with water... The product is COc1ccc(CNc2ncc(C#N)c3sc(-c4ccccc4)nc23)cc1. RXN SMILES: [C:19](=[O:20])([O-:21])[O-:22].[CH3:25][O:26][c:27]1[cH:28][cH:29][c:30]([CH2:31][NH2:32])[cH:33][cH:34]1.[CH3:38][N:39]1[CH2:40][CH2:41][CH2:42][C:43]1=[O:44].[CH3:45][CH2:46][O:47][C:48](=[O:49])[CH3:50].[Cl:1][c:2]1[n:3][cH:4][c:5]([C:17]#[N:18])[c:6]2[c:7]1[n:8][c:9](-[c:11]1[cH:12][cH:13][cH:14][cH:15][cH:16]1)[s:10]2.[Cl:35][CH2:36][Cl:37].[K+:23].[K+:24]>>[c:2]1([NH:32][CH2:31][c:30]2[cH:29][cH:28][c:27]([O:26][CH3:25])[cH:34][cH:33]2)[n:3][cH:4][c:5]([C:17]#[N:18])[c:6]2[c:7]1[n:8][c:9](-[c:11]1[cH:12][cH:13][cH:14][cH:15][cH:16]1)[s:10]2. Starting materials: O=C([O-])[O-], COc1ccc(CN)cc1, CN1CCCC1=O, CCOC(C)=O, N#Cc1cnc(Cl)c2nc(-c3ccccc3)sc12, ClCCl, [K+], [K+].